This data is from the Open Reaction Database (ORD), a public repository of structured organic reaction records. The task is: describe an organic reaction: reactants, conditions, products, and yield Reactants: O.C(C)(=O)N(CC(=O)O)CC(=O)O (N-acetyliminodiacetic acid monohydrate), P(O)(O)O (phosphorous acid), CS(=O)(=O)O (methanesulfonic acid), C=O (formaldehyde). Run in O (water). Conditions: temperature 120 celsius. Product: P(=O)(O)(O)CN(CC(=O)O)CC(=O)O (N-(phosphonomethyl)iminodiacetic acid). The yield is 77.6%. RXN SMILES: O.[C:2]([N:5]([CH2:10][C:11]([OH:13])=[O:12])[CH2:6][C:7]([OH:9])=[O:8])(=O)C.[P:14]([OH:17])([OH:16])[OH:15].CS(O)(=O)=O.C=O>O>[P:14]([CH2:2][N:5]([CH2:10][C:11]([OH:13])=[O:12])[CH2:6][C:7]([OH:9])=[O:8])([OH:17])([OH:16])=[O:15] |f:0.1|. Procedure: Cycle 1: A pressure reactor was charged with N-acetyliminodiacetic acid monohydrate (19.3 g), water (16.6 g), phosphorous acid (9.8 g) and methanesulfonic acid (15 g). The mixture was heated to 120° C. and 42% formaldehyde (6.9 mL) was added drop wise over a 3/4 hour period. After another 3/4 hour at 120° C. the mixture was cooled. The mixture was filtered and the solid was washed with water to give 17.6 g of N-(phosphonomethyl)iminodiacetic acid. Starting materials: ClC=1C=NC=C(C1SC1=C(C=C(S1)C(=O)O)[N+](=O)[O-])Cl (5-[(3,5-dichloro-4-pyridyl)sulfanyl]-4-nitro-thiophene-2-carboxylic acid), [Si](C)(C)(C(C)(C)C)OCCCN (3-(tert-butyl(dimethyl)silyl)oxypropan-1-amine). Yields the product [Si](C)(C)(C(C)(C)C)OCCCNC(=O)C=1SC(=C(C1)[N+](=O)[O-])SC1=C(C=NC=C1Cl)Cl (N-(3-((tert-butyldimethylsilyl)oxy)propyl)-5-((3,5-dichloropyridin-4-yl)thio)-4-nitrothiophene-2-carboxamide), solid. Yield: 49.0%. RXN SMILES: [Cl:1][C:2]1[CH:3]=[N:4][CH:5]=[C:6]([Cl:20])[C:7]=1[S:8][C:9]1[S:13][C:12]([C:14]([OH:16])=O)=[CH:11][C:10]=1[N+:17]([O-:19])=[O:18].[Si:21]([O:28][CH2:29][CH2:30][CH2:31][NH2:32])([C:24]([CH3:27])([CH3:26])[CH3:25])([CH3:23])[CH3:22]>>[Si:21]([O:28][CH2:29][CH2:30][CH2:31][NH:32][C:14]([C:12]1[S:13][C:9]([S:8][C:7]2[C:6]([Cl:20])=[CH:5][N:4]=[CH:3][C:2]=2[Cl:1])=[C:10]([N+:17]([O-:19])=[O:18])[CH:11]=1)=[O:16])([C:24]([CH3:26])([CH3:27])[CH3:25])([CH3:23])[CH3:22]. Reported procedure: Prepared according to the procedure described for example 70 from 5-[(3,5-dichloro-4-pyridyl)sulfanyl]-4-nitro-thiophene-2-carboxylic acid (1.5 g, 4.3 mmol) and 3-(tert-butyl(dimethyl)silyl)oxypropan-1-amine (0.98 g, 5.12 mmol). The title compound was obtained as a yellow solid (1.1 g, 49% yield). The reactants are Cl (HCl), [OH-].[Na+] (NaOH), CC=1C(NC2=CC=C(C=C2N1)OCCCCC(=O)OCC)=O (3-methyl-6-(ethoxycarbonylbutoxy)-2-oxo-1,2-dihydroquinoxaline), O (Water). The solvent is CO (methanol). Reaction conditions: time 8 hour. The product is CC=1C(NC2=CC=C(C=C2N1)OCCCCC(=O)O)=O (3-methyl-6-(4-carboxybutoxy)-2-oxo-1,2-dihydroquinoxaline). Isolated yield 96.6%. Reaction SMILES: [OH-].[Na+].[CH3:3][C:4]1[C:5](=[O:24])[NH:6][C:7]2[C:12]([N:13]=1)=[CH:11][C:10]([O:14][CH2:15][CH2:16][CH2:17][CH2:18][C:19]([O:21]CC)=[O:20])=[CH:9][CH:8]=2.O.Cl>CO>[CH3:3][C:4]1[C:5](=[O:24])[NH:6][C:7]2[C:12]([N:13]=1)=[CH:11][C:10]([O:14][CH2:15][CH2:16][CH2:17][CH2:18][C:19]([OH:21])=[O:20])=[CH:9][CH:8]=2 |f:0.1|. Procedure: 2N-NaOH solution 29.6 ml was added to the compound 1036 (8.99 g, 29.6 mM) suspended in methanol 29.6 ml and the mixture was stirred overnight. Water 88.8 ml was added to the reaction mixture, and the mixture was adjusted to pH 2 by adding 6N-HCl. Precipitated crystals were collected by filtration, washed completely with water and dried to obtain the compound 1037. Starting materials: O=C([O-])[O-], O=C(Cl)Oc1ccccc1, ClCCl, CN(C)CCN1CCCc2cc([N+](=O)[O-])cc(F)c21, [K+], [K+], O. The product is CN(CCN1CCCc2cc([N+](=O)[O-])cc(F)c21)C(=O)Oc1ccccc1. As a reaction SMILES: [C:34](=[O:35])([O-:36])[O-:37].[Cl:20][C:21](=[O:22])[O:23][c:24]1[cH:25][cH:26][cH:27][cH:28][cH:29]1.[Cl:30][CH2:31][Cl:32].[F:1][c:2]1[cH:3][c:4]([N+:17](=[O:18])[O-:19])[cH:5][c:6]2[c:11]1[N:10]([CH2:12][CH2:13][N:14]([CH3:15])[CH3:16])[CH2:9][CH2:8][CH2:7]2.[K+:38].[K+:39].[OH2:33]>>[F:1][c:2]1[cH:3][c:4]([N+:17](=[O:18])[O-:19])[cH:5][c:6]2[c:11]1[N:10]([CH2:12][CH2:13][N:14]([CH3:15])[C:21](=[O:22])[O:23][c:24]1[cH:25][cH:26][cH:27][cH:28][cH:29]1)[CH2:9][CH2:8][CH2:7]2. Starting materials: OCC#CC1=CC=C2C=C(C(OC2=C1)=O)C1=CC=C(C=C1)OC (7-(3-Hydroxyprop-1-ynyl)-3-(4-methoxyphenyl)chromen-2-one). Solvent: C1CCOC1 (THF). The product is OCCCC1=CC=C2C=C(C(OC2=C1)=O)C1=CC=C(C=C1)OC (7-(3-hydroxypropyl)-3-(4-methoxyphenyl)chromen-2-one). Reaction SMILES: [OH:1][CH2:2][C:3]#[C:4][C:5]1[CH:14]=[C:13]2[C:8]([CH:9]=[C:10]([C:16]3[CH:21]=[CH:20][C:19]([O:22][CH3:23])=[CH:18][CH:17]=3)[C:11](=[O:15])[O:12]2)=[CH:7][CH:6]=1>C1COCC1>[OH:1][CH2:2][CH2:3][CH2:4][C:5]1[CH:14]=[C:13]2[C:8]([CH:9]=[C:10]([C:16]3[CH:17]=[CH:18][C:19]([O:22][CH3:23])=[CH:20][CH:21]=3)[C:11](=[O:15])[O:12]2)=[CH:7][CH:6]=1. Procedure: 7-(3-Hydroxyprop-1-ynyl)-3-(4-methoxyphenyl)chromen-2-one is hydrogenated to completion in THF on palladium/active carbon catalyst. The catalyst is filtered off, the solvent is removed in vacuo, and the crude product is recrystallised from toluene/heptane (1:1), giving 7-(3-hydroxypropyl)-3-(4-methoxyphenyl)chromen-2-one as colourless solid. Starting materials: C(=O)(Cl)Cl (phosgene), Cl.CN1CCN(CC1)C1=NC(=NC(=C1)C1=CC=C2CCNCC2=C1)N (4-(4-methylpiperazin-1-yl)-6-(1,2,3,4-tetrahydroisoquinolin-7-yl)pyrimidin-2-amine HCl salt), N[C@H]1[C@H](CC2=CC=CC=C12)O ((1R,2S)-1-aminoindan-2-ol). The product is NC1=NC(=CC(=N1)C1=CC=C2CCN(CC2=C1)C(=O)N[C@H]1[C@H](CC2=CC=CC=C12)O)N1CCN(CC1)C (7-[2-Amino-6-(4-methylpiperazin-1-yl)pyrimidin-4-yl]-N-[(1R,2S)-2-hydroxy-2,3-dihydro-1H-inden-1-yl]-3,4-dihydroisoquinoline-2(1H)-carboxamide). As a reaction SMILES: [C:1](Cl)(Cl)=[O:2].Cl.[CH3:6][N:7]1[CH2:12][CH2:11][N:10]([C:13]2[CH:18]=[C:17]([C:19]3[CH:28]=[C:27]4[C:22]([CH2:23][CH2:24][NH:25][CH2:26]4)=[CH:21][CH:20]=3)[N:16]=[C:15]([NH2:29])[N:14]=2)[CH2:9][CH2:8]1.[NH2:30][C@@H:31]1[C:39]2[C:34](=[CH:35][CH:36]=[CH:37][CH:38]=2)[CH2:33][C@@H:32]1[OH:40]>>[NH2:29][C:15]1[N:16]=[C:17]([C:19]2[CH:28]=[C:27]3[C:22]([CH2:23][CH2:24][N:25]([C:1]([NH:30][C@@H:31]4[C:39]5[C:34](=[CH:35][CH:36]=[CH:37][CH:38]=5)[CH2:33][C@@H:32]4[OH:40])=[O:2])[CH2:26]3)=[CH:21][CH:20]=2)[CH:18]=[C:13]([N:10]2[CH2:9][CH2:8][N:7]([CH3:6])[CH2:12][CH2:11]2)[N:14]=1 |f:1.2|. Procedure: This compound was prepared by using procedures analogous to those described for the synthesis of Example 42 starting from phosgene, 4-(4-methylpiperazin-1-yl)-6-(1,2,3,4-tetrahydroisoquinolin-7-yl)pyrimidin-2-amine HCl salt and (1R,2S)-1-aminoindan-2-ol. Analytic LCMS (M+H)+: m/z=500.3. The reactants are O[C@@H](C(=O)OC)CC ((R)-methyl 2-hydroxybutanoate), ClC1=C(C=C(C=C1)C)O (2-chloro-5-methylphenol). The product is ClC1=C(O[C@H](C(=O)OC)CC)C=C(C=C1)C ((S)-Methyl 2-(2-chloro-5-methylphenoxy)butanoate). RXN SMILES: [OH:1][C@H:2]([CH2:7][CH3:8])[C:3]([O:5][CH3:6])=[O:4].[Cl:9][C:10]1[CH:15]=[CH:14][C:13]([CH3:16])=[CH:12][C:11]=1O>>[Cl:9][C:10]1[CH:15]=[CH:14][C:13]([CH3:16])=[CH:12][C:11]=1[O:1][C@@H:2]([CH2:7][CH3:8])[C:3]([O:5][CH3:6])=[O:4]. Procedure details: The title compound was prepared following the same protocol as described in Step 1, Example 42, using the (R)-methyl 2-hydroxybutanoate instead of the (S)-methyl 2-hydroxypropanoate and the 2-chloro-5-methylphenol instead of the m-cresol. Reactants: Cl.CC=1C=C(C(=O)NN)C=C(N1)C (2,6-dimethyl-isonicotinic acid hydrazide hydrochloride), C(C)C=1C=C(C(=O)O)C=C(N1)C (2-ethyl-6-methyl-isonicotinic acid). Product: C(C)C=1C=C(C(=O)NN)C=C(N1)C (2-Ethyl-6-methyl-isonicotinic acid hydrazide). Reaction SMILES: Cl.[CH3:2][C:3]1[CH:4]=[C:5]([CH:10]=[C:11]([CH3:13])[N:12]=1)[C:6]([NH:8][NH2:9])=[O:7].[CH2:14](C1C=C(C=C(C)N=1)C(O)=O)C>>[CH2:13]([C:11]1[CH:10]=[C:5]([CH:4]=[C:3]([CH3:2])[N:12]=1)[C:6]([NH:8][NH2:9])=[O:7])[CH3:14] |f:0.1|. Reported procedure: The title compound is prepared in analogy to 2,6-dimethyl-isonicotinic acid hydrazide hydrochloride starting from 2-ethyl-6-methyl-isonicotinic acid; 1H NMR S 1.46 (t, J=7.6 Hz, 3H), 2.87 (s, 3H), 3.15 (q, J=7.6 Hz, 3H), 8.14 (s, 1H), 8.16 (s, 1H). Reactants: O=S1(N=C(NC2=C1C=CC=C2)C2=C(C1=C(N(C2=O)N=CC(C)C)C=CS1)O)=O (6-(1,1-dioxido-4H-1,2,4-benzothiadiazin-3-yl)-7-hydroxy-4-{[2-methylpropylidene]amino}thieno[3,2-b]pyridin-5(4H)-one), CO (methanol), solution, [BH4-].[Li+] (lithium borohydride), Cl (hydrochloric acid). The solvent is O1CCCC1 (tetrahydrofuran), O1CCCC1 (tetrahydrofuran), O (water). Conditions: temperature 25 celsius, time 1 hour. Yields the product O=S1(N=C(NC2=C1C=CC=C2)C2=C(C1=C(N(C2=O)NCCC)C=CS1)O)=O (6-(1,1-dioxido-4H-1,2,4-benzothiadiazin-3-yl)-7-hydroxy-4-(propylamino)thieno[3,2-b]pyridin-5(4H)-one). As a reaction SMILES: [O:1]=[S:2]1(=[O:28])[C:7]2[CH:8]=[CH:9][CH:10]=[CH:11][C:6]=2[NH:5][C:4]([C:12]2[C:17](=[O:18])[N:16]([N:19]=[CH:20][CH:21](C)[CH3:22])[C:15]3[CH:24]=[CH:25][S:26][C:14]=3[C:13]=2[OH:27])=[N:3]1.CO.[BH4-].[Li+].Cl>O1CCCC1.O>[O:28]=[S:2]1(=[O:1])[C:7]2[CH:8]=[CH:9][CH:10]=[CH:11][C:6]=2[NH:5][C:4]([C:12]2[C:17](=[O:18])[N:16]([NH:19][CH2:20][CH2:21][CH3:22])[C:15]3[CH:24]=[CH:25][S:26][C:14]=3[C:13]=2[OH:27])=[N:3]1 |f:2.3|. Reported procedure: The product of Example 269A (0.073 g, 0.18 mmol) in tetrahydrofuran (4 mL) and methanol (0.020 mL, 0.5 mmol) at 0° C. was treated dropwise with a 2.0M solution of lithium borohydride in tetrahydrofuran (0.150 mL, 0.3 mmol). The reaction was stirred at 25° C. for 1 hour, acidified with 1M hydrochloric acid to a pH of approximately 2-4, diluted with water (15 mL), and the resulting precipitate was collected by filtration and dried. The crude product was chromatographed on silica gel with 2% methan...